From a dataset of the Open Reaction Database (ORD), a public repository of structured organic reaction records. describe an organic reaction: reactants, conditions, products, and yield The reactants are NC=1C=C(C=CC1)C1=NN2C(C=CC=C2)=C1C1=NC(=NC=C1)NC1=CC(=CC=C1)OCCCN1CCOCC1 (4-[2-(3-aminophenyl)pyrazolo[1,5-a]pyridin-3-yl]-N-(3-{[3-(4-morpholinyl)propyl]oxy}phenyl)-2-pyrimidinamine), S1C(=CC=C1)CC(=O)Cl (2-thienylacetyl chloride). Yields the product N1(CCOCC1)CCCOC=1C=C(C=CC1)NC1=NC=CC(=N1)C=1C(=NN2C1C=CC=C2)C=2C=C(C=CC2)NC(CC=2SC=CC2)=O (N-[3-(3-{2-[(3-{[3-(4-Morpholinyl)propyl]oxy}phenyl)amino]-4-pyrimidinyl}pyrazolo[1,5-a]pyridin-2-yl)phenyl]-2-(2-thienyl)acetamide). Yield: 37.0%. Reaction SMILES: [NH2:1][C:2]1[CH:3]=[C:4]([C:8]2[C:16]([C:17]3[CH:22]=[CH:21][N:20]=[C:19]([NH:23][C:24]4[CH:29]=[CH:28][CH:27]=[C:26]([O:30][CH2:31][CH2:32][CH2:33][N:34]5[CH2:39][CH2:38][O:37][CH2:36][CH2:35]5)[CH:25]=4)[N:18]=3)=[C:11]3[CH:12]=[CH:13][CH:14]=[CH:15][N:10]3[N:9]=2)[CH:5]=[CH:6][CH:7]=1.[S:40]1[CH:44]=[CH:43][CH:42]=[C:41]1[CH2:45][C:46](Cl)=[O:47]>>[N:34]1([CH2:33][CH2:32][CH2:31][O:30][C:26]2[CH:25]=[C:24]([NH:23][C:19]3[N:18]=[C:17]([C:16]4[C:8]([C:4]5[CH:3]=[C:2]([NH:1][C:46](=[O:47])[CH2:45][C:41]6[S:40][CH:44]=[CH:43][CH:42]=6)[CH:7]=[CH:6][CH:5]=5)=[N:9][N:10]5[CH:15]=[CH:14][CH:13]=[CH:12][C:11]=45)[CH:22]=[CH:21][N:20]=3)[CH:29]=[CH:28][CH:27]=2)[CH2:39][CH2:38][O:37][CH2:36][CH2:35]1. Procedure details: The title compound was synthesized from 4-[2-(3-aminophenyl)pyrazolo[1,5-a]pyridin-3-yl]-N-(3-{[3-(4-morpholinyl)propyl]oxy}phenyl)-2-pyrimidinamine using acylation with 2-thienylacetyl chloride as described in Example 10, Step E to yield a light brown solid in 37% yield. 1H NMR (400 MHz, DMSO-D6) δ ppm 1.8 (d, J=1.1 Hz, 2H) 2.3 (s, 6H) 3.5 (d, J=4.6 Hz, 4H) 3.9 (s, 2H) 3.9 (m, 2H) 6.5 (m, 2H) 7.0 (m, 2H) 7.1 (m, 2H) 7.3 (dt, J=7.6, 1.4 Hz, 2H) 7.4 (m, 3H) 7.5 (t, J=2.1 Hz, 1H) 7.7 (d, J=1.8 Hz,... The reactants are COC(N(C)C)OC (N,N-dimethylformamide dimethyl acetal), CC1=C(N)C=C(C(=C1)C#C[Si](C)(C)C)C (2,5-dimethyl-4-(2-trimethylsilyl-1-ethynyl)aniline), CC1=C(N)C=C(C(=C1)C#C[Si](C)(C)C)C (2,5-dimethyl-4-(2-trimethylsilyl-1-ethynyl)aniline). Solvent: C1(=CC=CC=C1)C (toluene). Conditions: temperature 110 celsius, time 9 hour. Yields the product CN(C=NC1=C(C=C(C(=C1)C)C#C[Si](C)(C)C)C)C (N,N-dimethyl-N′-[2,5-dimethyl-4-(2-trimethylsilyl-1-ethynyl)phenyl]formamidine). The yield is 41.0%. RXN SMILES: CO[CH:3](OC)[N:4]([CH3:6])[CH3:5].[CH3:9][C:10]1[CH:16]=[C:15]([C:17]#[C:18][Si:19]([CH3:22])([CH3:21])[CH3:20])[C:14]([CH3:23])=[CH:13][C:11]=1[NH2:12]>C1(C)C=CC=CC=1>[CH3:5][N:4]([CH3:6])[CH:3]=[N:12][C:11]1[CH:13]=[C:14]([CH3:23])[C:15]([C:17]#[C:18][Si:19]([CH3:21])([CH3:20])[CH3:22])=[CH:16][C:10]=1[CH3:9]. Reported procedure: N,N-dimethylformamide dimethyl acetal (5.97 g) and 10 ml of toluene were added to 1.09 g of the 2,5-dimethyl-4-(2-trimethylsilyl-1-ethynyl)aniline (Compound 4-27) produced in Production Example 3, and the mixture was stirred at 110° C. for 9 hours. The reaction solution was concentrated under reduced pressure, and the obtained residue was purified by silica gel column chromatography (n-hexane:ethyl acetate=5:1), thereby obtaining 0.56 g of N,N-dimethyl-N′-[2,5-dimethyl-4-(2-trimethylsilyl-1-ethy... Yield: 96.2%. Reactants: C1(CC1)N(S(=O)(=O)C1=CC(=CC=C1)C(F)(F)F)C1CCNCC1 (N-Cyclopropyl-N-piperidin-4-yl-3-trifluoromethyl-benzenesulfonamide), C=1C=CC2=C(C1)N=NN2O (HOBt), CCN=C=NCCCN(C)C (EDCI), C(C)(C)(C)OC(=O)N[C@@H]1[C@@H](CCC1)C(=O)O (rac-cis-2-(tert-butoxycarbonylamino)-cyclopentanecarboxylic acid). As a reaction SMILES: [CH:1]1([N:4]([CH:18]2[CH2:23][CH2:22][NH:21][CH2:20][CH2:19]2)[S:5]([C:8]2[CH:13]=[CH:12][CH:11]=[C:10]([C:14]([F:17])([F:16])[F:15])[CH:9]=2)(=[O:7])=[O:6])[CH2:3][CH2:2]1.C1C=CC2N(O)N=NC=2C=1.CCN=C=NCCCN(C)C.[C:45]([O:49][C:50]([NH:52][C@H:53]1[CH2:57][CH2:56][CH2:55][C@H:54]1[C:58](O)=[O:59])=[O:51])([CH3:48])([CH3:47])[CH3:46]>C(Cl)Cl.C(Cl)(Cl)Cl>[C:45]([O:49][C:50](=[O:51])[NH:52][C@@H:53]1[CH2:57][CH2:56][CH2:55][C@@H:54]1[C:58]([N:21]1[CH2:22][CH2:23][CH:18]([N:4]([CH:1]2[CH2:3][CH2:2]2)[S:5]([C:8]2[CH:13]=[CH:12][CH:11]=[C:10]([C:14]([F:17])([F:15])[F:16])[CH:9]=2)(=[O:6])=[O:7])[CH2:19][CH2:20]1)=[O:59])([CH3:48])([CH3:46])[CH3:47]. Procedure: N-Cyclopropyl-N-piperidin-4-yl-3-trifluoromethyl-benzenesulfonamide (0.372 g, 1.1 mmol), HOBt (0.145 g, 1.1 mmol), EDCI (0.246 g, 1.32 mmol) and rac-cis-2-(tert-butoxycarbonylamino)-cyclopentanecarboxylic acid (0.275 g, 1.2 mmol) were dissolved in 5 ml of dry CH2Cl2. The mixture allowed to stir at room temperature for 12 hours. The reaction mixture was diluted with 30 ml of CHCl3 and washed with 10 ml of H2O. The organic layer was dried over MgSO4 and concentrated to dryness. The crude product w... Conditions: time 12 hour. Product: C(C)(C)(C)OC(N[C@H]1[C@H](CCC1)C(=O)N1CCC(CC1)N(S(=O)(=O)C1=CC(=CC=C1)C(F)(F)F)C1CC1)=O (rac-((1R,2S)-2-{4-[cyclopropyl-(3-trifluoromethyl-benzenesulfonyl)-amino]-piperidine-1-carbonyl}-cyclopentyl)-carbamic acid tert-butyl ester). Solvent: C(Cl)Cl (CH2Cl2), C(Cl)(Cl)Cl (CHCl3). Starting materials: ClC1=CC(=C(C(=O)N)C=C1)OC (4-chloro-2-methoxybenzamide), ClC(=O)SCl (chlorocarbonylsulfenyl chloride), O (water). The solvent is C1(=CC=CC=C1)C (toluene). Conditions: temperature 90 celsius. Yields the product ClC1=CC(=C(C=C1)C1=NSC(O1)=O)OC (5-(4-Chloro-2-methoxyphenyl)-1,3,4-oxathiazol-2-one). The yield is 95.6%. Reaction SMILES: [Cl:1][C:2]1[CH:10]=[CH:9][C:5]([C:6]([NH2:8])=[O:7])=[C:4]([O:11][CH3:12])[CH:3]=1.Cl[C:14]([S:16]Cl)=[O:15].O>C1(C)C=CC=CC=1>[Cl:1][C:2]1[CH:10]=[CH:9][C:5]([C:6]2[O:7][C:14](=[O:15])[S:16][N:8]=2)=[C:4]([O:11][CH3:12])[CH:3]=1. Procedure details: To a solution of 4-chloro-2-methoxybenzamide (0.82 g, 4.42 mmol) in toluene (20 ml) was added chlorocarbonylsulfenyl chloride (0.73 ml, 8.84 mmol) under nitrogen atmosphere and the resulting reaction mixture was refluxed at 90° C. for 2 h. After the completion of the reaction (TLC monitoring) water was added followed by extraction with ether (3×50 ml). The combined organics was then sequentially washed with water, 10% NaHCO3 (aqueous solution) and finally again with water. The organic layer was ... Product: C(C(=O)O)(=O)O.O1C(=NC=C1)C12CCCN(CC1)C2 (5-(1,3-Oxazol-2-yl)-1-azabicyclo[3.2.1]octane oxalate salt). Solvent: polyphosphoric acid, CCOCC (ether). The yield is 16.0%. Reported procedure: A stirred mixture of 1-azabicyclo[3.2.1]oct-5-ylcarboxamide (D20, 1.50 g, 0.0097 mole) and vinylene carbonate (1.2 g, 0.014 mole) in polyphosphoric acid (35 g) was heated at 120°-130° C. for 2h. The reaction mixture was allowed to cool, then treated with ice, before basifying with potassium carbonate solution. The aqueous was shaken well with ether, then the mixture filtered and the organic layer separated. The aqueous was again extracted with ether (2×80 ml) and all the ether extracts combined,... As a reaction SMILES: [N:1]12[CH2:8][C:5]([C:9]([NH2:11])=[O:10])([CH2:6][CH2:7]1)[CH2:4][CH2:3][CH2:2]2.[C:12]1(=O)[O:16][CH:15]=[CH:14][O:13]1.[C:18](=[O:21])([O-:20])[O-].[K+].[K+]>CCOCC>[C:12]([OH:16])(=[O:13])[C:18]([OH:20])=[O:21].[O:10]1[CH:15]=[CH:14][N:11]=[C:9]1[C:5]12[CH2:8][N:1]([CH2:7][CH2:6]1)[CH2:2][CH2:3][CH2:4]2 |f:2.3.4,6.7|. The reactants are C([O-])([O-])=O.[K+].[K+] (potassium carbonate), oxalate salt, N12CCCC(CC1)(C2)C(=O)N (1-azabicyclo[3.2.1]oct-5-ylcarboxamide), C1(OC=CO1)=O (vinylene carbonate). The reactants are C(C)(C)(C)OC(=O)N1C(C(CCC1)S(=O)(=O)C1=CC=CC=C1)=O (3-Benzenesulfonyl-2-oxo-piperidine-1-carboxylic acid tert-butyl ester). The solvent is C1(=CC=CC=C1)C (toluene). Product: C(C)(C)(C)OC(=O)N1CCC=CC1=O (6-oxo-3,6-dihydro-2H-pyridine-1-carboxylic acid tert-butyl ester). RXN SMILES: [C:1]([O:5][C:6]([N:8]1[CH2:13][CH2:12][CH2:11][CH:10](S(C2C=CC=CC=2)(=O)=O)[C:9]1=[O:23])=[O:7])([CH3:4])([CH3:3])[CH3:2]>C1(C)C=CC=CC=1>[C:1]([O:5][C:6]([N:8]1[C:9](=[O:23])[CH:10]=[CH:11][CH2:12][CH2:13]1)=[O:7])([CH3:4])([CH3:2])[CH3:3]. Procedure: 3-Benzenesulfonyl-2-oxo-piperidine-1-carboxylic acid tert-butyl ester from above in toluene (50 mL) was heated at 80° C. for one hour. The reaction mixture was concentrated and the resulting oil was purified by column chromatography (20-30% EtOAc in Hexane) to give 2 g of 6-oxo-3,6-dihydro-2H-pyridine-1-carboxylic acid tert-butyl ester as an oil. Reaction conditions: temperature 60 celsius, time 2 hour. Reactants: OC(C(C)C)(C=1N=CN(C1)C(C1=CC=CC=C1)(C1=CC=CC=C1)C1=CC=CC=C1)C=1C=C2C=CC(=CC2=CC1)NC(C)=O (N-{6-[1-Hydroxy-2-methyl-1-(1-trityl-1H-imidazol-4-yl)propyl]naphthalen-2-yl}acetamide), Cl.N1=CC=CC=C1 (pyridine hydrochloride), C(O)([O-])=O.[Na+] (sodium hydrogen carbonate). Procedure: N-{6-[1-Hydroxy-2-methyl-1-(1-trityl-1H-imidazol-4-yl)propyl]naphthalen-2-yl}acetamide (11.5 g) and pyridine hydrochloride (390 mg) were dissolved in methanol (8 ml) and the mixture was stirred at 60° C. for 2 h. After allowing to cool, the mixture was neutralized with saturated aqueous sodium hydrogen carbonate. The solvent was evaporated and the residue was collected by filtration and washed with ethanol. The filtrate was concentrated and the obtained residue was purified by silica gel column ... The product is OC(C(C)C)(C=1N=CNC1)C=1C=C2C=CC(=CC2=CC1)NC(C)=O (N-{6-[1-hydroxy-1-(1H-imidazol-4-yl)-2-methylpropyl]naphthalen-2-yl}acetamide). Run in CO (methanol). RXN SMILES: [OH:1][C:2]([C:30]1[CH:31]=[C:32]2[C:37](=[CH:38][CH:39]=1)[CH:36]=[C:35]([NH:40][C:41](=[O:43])[CH3:42])[CH:34]=[CH:33]2)([C:6]1[N:7]=[CH:8][N:9](C(C2C=CC=CC=2)(C2C=CC=CC=2)C2C=CC=CC=2)[CH:10]=1)[CH:3]([CH3:5])[CH3:4].Cl.N1C=CC=CC=1.C(=O)([O-])O.[Na+]>CO>[OH:1][C:2]([C:30]1[CH:31]=[C:32]2[C:37](=[CH:38][CH:39]=1)[CH:36]=[C:35]([NH:40][C:41](=[O:43])[CH3:42])[CH:34]=[CH:33]2)([C:6]1[N:7]=[CH:8][NH:9][CH:10]=1)[CH:3]([CH3:5])[CH3:4] |f:1.2,3.4|. Isolated yield 84.0%.